Dataset: the Open Reaction Database (ORD), a public repository of structured organic reaction records. Task: describe an organic reaction: reactants, conditions, products, and yield Reactants: [Si](C)(C)(C(C)(C)C)OC=1C=C2C(=NN(C2=CC1)C(=O)OC(C)(C)C)I (tert-butyl 5-(tert-butyldimethylsilyloxy)-3-iodo-1H-indazole-1-carboxylate), CCCC[N+](CCCC)(CCCC)CCCC.[F-] (TBAF). Solvent: C1CCOC1 (THF), C1CCOC1 (THF). Reaction conditions: time 0.5 hour. Yields the product OC=1C=C2C(=NN(C2=CC1)C(=O)OC(C)(C)C)I (tert-Butyl 5-hydroxy-3-iodo-1H-indazole-1-carboxylate). RXN SMILES: [Si]([O:8][C:9]1[CH:10]=[C:11]2[C:15](=[CH:16][CH:17]=1)[N:14]([C:18]([O:20][C:21]([CH3:24])([CH3:23])[CH3:22])=[O:19])[N:13]=[C:12]2[I:25])(C(C)(C)C)(C)C.CCCC[N+](CCCC)(CCCC)CCCC.[F-]>C1COCC1>[OH:8][C:9]1[CH:10]=[C:11]2[C:15](=[CH:16][CH:17]=1)[N:14]([C:18]([O:20][C:21]([CH3:23])([CH3:22])[CH3:24])=[O:19])[N:13]=[C:12]2[I:25] |f:1.2|. Reported procedure: To a stirred solution of tert-butyl 5-(tert-butyldimethylsilyloxy)-3-iodo-1H-indazole-1-carboxylate (1 g, 2.11 mmol) in THF (10 mL), was added TBAF (5.6 g, 21.1 mmol) in THF (5 mL). The mixture was stirred at room temperature for 0.5 hour. The solvent was removed under reduced pressure. The residue was diluted with water and extracted with EtOAc (3×10 mL). The combined organic layers were washed with brine and dried over Na2SO4. After filtration and concentration, the crude product was used in t... The reactants are ClC1=NC=NC(=C1NC=O)NOCCCP(=O)(OCC)OCC (4-chloro-6-[[3-(diethoxyphosphoryl)-propoxy]amino]-5-formamidopyrimidine), N (ammonia). The solvent is C(C)(=O)OC(OCC)OCC (diethoxymethyl acetate), CO (methanol). Reaction conditions: time 20 minute. Yields the product ClC1=C2N=CN(C2=NC=N1)OCCCP(=O)(OCC)OCC (6-Chloro-9-[3-(diethoxyphosphoryl)propoxy]purine). The yield is 87.3%. As a reaction SMILES: [Cl:1][C:2]1[C:7]([NH:8][CH:9]=O)=[C:6]([NH:11][O:12][CH2:13][CH2:14][CH2:15][P:16]([O:21][CH2:22][CH3:23])([O:18][CH2:19][CH3:20])=[O:17])[N:5]=[CH:4][N:3]=1.N>C(OC(OCC)OCC)(=O)C.CO>[Cl:1][C:2]1[N:3]=[CH:4][N:5]=[C:6]2[C:7]=1[N:8]=[CH:9][N:11]2[O:12][CH2:13][CH2:14][CH2:15][P:16]([O:21][CH2:22][CH3:23])([O:18][CH2:19][CH3:20])=[O:17]. Procedure: A solution of 4-chloro-6-[[3-(diethoxyphosphoryl)-propoxy]amino]-5-formamidopyrimidine (0.86 g, 2.3 mmol) in diethoxymethyl acetate (5 ml) was heated at 120° C. for 2 hours. After cooling to ambient temperature, excess solvent was removed under reduced pressure to leave an oil. The oil was dissolved in methanol (20 ml) and 880 ammonia (0.5 ml) was added. After 20 minutes at ambient temperature, the solvent was evaporated to leave an oil. Purification by column chromatography on silica gel (dichl... Starting materials: 2-furanboric acid, C(C)O (ethanol), C([O-])([O-])=O.[Na+].[Na+] (sodium carbonate), BrC1=C(C=C(COC2CN(CCC2C2=CC=C(C=C2)OCCCOCC2=C(C=CC=C2)OC)C(=O)OC(C)(C)C)C=C1)OCCCOC (tert-butyl 3-[4-bromo-3-(3-methoxypropoxy)benzyloxy]-4-{4-[3-(2-methoxybenzyloxy)propoxy]phenyl}piperidine-1-carboxylate), C(O)([O-])=O.[Na+] (sodium hydrogencarbonate). Reagents/catalysts: C=1C=CC(=CC1)[P](C=2C=CC=CC2)(C=3C=CC=CC3)[Pd]([P](C=4C=CC=CC4)(C=5C=CC=CC5)C=6C=CC=CC6)([P](C=7C=CC=CC7)(C=8C=CC=CC8)C=9C=CC=CC9)[P](C=1C=CC=CC1)(C=1C=CC=CC1)C=1C=CC=CC1 (tetrakis(triphenylphosphine)palladium(0)). The solvent is COCCOC (1,2-dimethoxyethane). Run at time 10 minute. Product: O1C(=CC=C1)C1=C(C=C(COC2CN(CCC2C2=CC=C(C=C2)OCCCOCC2=C(C=CC=C2)OC)C(=O)OC(C)(C)C)C=C1)OCCCOC (tert-Butyl 3-[4-furan-2-yl-3-(3-methoxypropoxy)benzyloxy]-4-{4-[3-(2-methoxybenzyloxy)propoxy]phenyl}piperidine-1-carboxylate), SiO2. As a reaction SMILES: Br[C:2]1[CH:42]=[CH:41][C:5]([CH2:6][O:7][CH:8]2[CH:13]([C:14]3[CH:19]=[CH:18][C:17]([O:20][CH2:21][CH2:22][CH2:23][O:24][CH2:25][C:26]4[CH:31]=[CH:30][CH:29]=[CH:28][C:27]=4[O:32][CH3:33])=[CH:16][CH:15]=3)[CH2:12][CH2:11][N:10]([C:34]([O:36][C:37]([CH3:40])([CH3:39])[CH3:38])=[O:35])[CH2:9]2)=[CH:4][C:3]=1[O:43][CH2:44][CH2:45][CH2:46][O:47][CH3:48].[CH2:49](O)[CH3:50].[C:52](=[O:55])([O-])[O-].[Na+].[Na+].[C:58](=O)([O-])O.[Na+]>COCCOC.C1C=CC([P]([Pd]([P](C2C=CC=CC=2)(C2C=CC=CC=2)C2C=CC=CC=2)([P](C2C=CC=CC=2)(C2C=CC=CC=2)C2C=CC=CC=2)[P](C2C=CC=CC=2)(C2C=CC=CC=2)C2C=CC=CC=2)(C2C=CC=CC=2)C2C=CC=CC=2)=CC=1>[O:55]1[CH:52]=[CH:50][CH:49]=[C:58]1[C:2]1[CH:42]=[CH:41][C:5]([CH2:6][O:7][CH:8]2[CH:13]([C:14]3[CH:15]=[CH:16][C:17]([O:20][CH2:21][CH2:22][CH2:23][O:24][CH2:25][C:26]4[CH:31]=[CH:30][CH:29]=[CH:28][C:27]=4[O:32][CH3:33])=[CH:18][CH:19]=3)[CH2:12][CH2:11][N:10]([C:34]([O:36][C:37]([CH3:38])([CH3:39])[CH3:40])=[O:35])[CH2:9]2)=[CH:4][C:3]=1[O:43][CH2:44][CH2:45][CH2:46][O:47][CH3:48] |f:2.3.4,5.6,^1:72,74,93,112|. Reported procedure: The mixture of 0.500 g of tert-butyl 3-[4-bromo-3-(3-methoxypropoxy)benzyloxy]-4-{4-[3-(2-methoxybenzyloxy)propoxy]phenyl}piperidine-1-carboxylate and 0.023 g of tetrakis(triphenylphosphine)palladium(0) in 6.0 ml of 1,2-dimethoxyethane is stirred at room temperature over 10 minutes, then admixed with 0.114 g of 2-furanboric acid, 0.70 ml of ethanol and 0.68 ml of 2M sodium carbonate solution and stirred at 80° C. over 16 hours. The reaction mixture is cooled, poured onto 1M sodium hydrogencarbon... Starting materials: CCCCCCCN=C=S, NCc1ccccc1, c1ccccc1. Yields the product CCCCCCCNC(=S)NCc1ccccc1. RXN SMILES: [CH2:1]([CH2:2][CH2:3][CH2:4][CH2:5][CH2:6][CH3:7])[N:8]=[C:9]=[S:10].[NH2:11][CH2:12][c:13]1[cH:14][cH:15][cH:16][cH:17][cH:18]1.[cH:19]1[cH:20][cH:21][cH:22][cH:23][cH:24]1>>[CH2:1]([CH2:2][CH2:3][CH2:4][CH2:5][CH2:6][CH3:7])[NH:8][C:9](=[S:10])[NH:11][CH2:12][c:13]1[cH:14][cH:15][cH:16][cH:17][cH:18]1. Procedure details: A stirred solution of 0.173 g of 27B in 5 ml of acetic anhydride was refluxed overnight under nitrogen. The mixture was stripped under reduced pressure, and the residue was recrystallized from hexane to give cinnoline-4-carbonitrile (27C), as a yellow crystalline solid, m.p.: 140° C. Reaction SMILES: [N:1](=[CH:3][C:4]1[C:13]2[C:8](=[CH:9][CH:10]=[CH:11][CH:12]=2)[N:7]=[N:6][CH:5]=1)O>C(OC(=O)C)(=O)C>[N:7]1[C:8]2[C:13](=[CH:12][CH:11]=[CH:10][CH:9]=2)[C:4]([C:3]#[N:1])=[CH:5][N:6]=1. Yields the product N1=NC=C(C2=CC=CC=C12)C#N (cinnoline-4-carbonitrile). Reactants: N(O)=CC1=CN=NC2=CC=CC=C12 (4-(hydroximinomethyl)cinnoline). Solvent: C(C)(=O)OC(C)=O (acetic anhydride). The reactants are O=S(=O)(c1ccc(Cl)nc1)c1ccc(Br)cn1, CCO, [NH4+], [OH-]. Product: Nc1ccc(S(=O)(=O)c2ccc(Br)cn2)cn1. RXN SMILES: [Br:1][c:2]1[cH:3][cH:4][c:5]([S:8](=[O:9])(=[O:10])[c:11]2[cH:12][n:13][c:14]([Cl:17])[cH:15][cH:16]2)[n:6][cH:7]1.[CH3:20][CH2:21][OH:22].[NH4+:19].[OH-:18]>>[Br:1][c:2]1[cH:3][cH:4][c:5]([S:8](=[O:9])(=[O:10])[c:11]2[cH:12][n:13][c:14]([NH2:19])[cH:15][cH:16]2)[n:6][cH:7]1. The reactants are C(C)(=O)OCCC1=CC(=NC=C1)C#N (4-[2-(acetyloxy)ethyl]-2-pyridinecarbonitrile), CO (methanol), [OH-].[K+] (potassium hydroxide). The product is OCCC1=CC(=NC=C1)C(=O)OC (Methyl 4-(2-hydroxyethyl)-2-pyridinecarboxylate). Reaction SMILES: C([O:4][CH2:5][CH2:6][C:7]1[CH:12]=[CH:11][N:10]=[C:9]([C:13]#N)[CH:8]=1)(=O)C.[OH-:15].[K+].[CH3:17][OH:18]>>[OH:4][CH2:5][CH2:6][C:7]1[CH:12]=[CH:11][N:10]=[C:9]([C:13]([O:18][CH3:17])=[O:15])[CH:8]=1 |f:1.2|. Reported procedure: A 1 l. round bottom flask was charged with 18.24 g (0.096 mol) of 4-[2-(acetyloxy)ethyl]-2-pyridinecarbonitrile and 380 ml of methanol. To the reaction mixture was added 96 ml of 5N aqueous potassium hydroxide and the reaction mixture was refluxed overnight with stirring. The reaction mixture was cooled and concentrated under vacuum. To the residue was added methanol saturated with hydrochloric acid (400 ml), and the resulting mixture was heated to reflux for 30 minutes, cooled and concentrated ... Reactants: C(C)(C)(C)OC(CC(C(=O)O)CCCC1=CC=C(C=C1)Cl)=O ([3-(4-Chlorophenyl)-propyl]-succinic acid 4-tert-butyl ester), N1(CCCCC1)C(=O)N (piperidine amide). Yields the product C(C)(C)(C)OC(CC(CCCC1=CC=C(C=C1)Cl)C(=O)N1CCCCC1)=O (6-(4-Chloro-phenyl)-3-(piperidine-1-carbonyl)-hexanoic acid tert-butyl ester). Reaction SMILES: [C:1]([O:5][C:6](=[O:22])[CH2:7][CH:8]([CH2:12][CH2:13][CH2:14][C:15]1[CH:20]=[CH:19][C:18]([Cl:21])=[CH:17][CH:16]=1)[C:9]([OH:11])=O)([CH3:4])([CH3:3])[CH3:2].[N:23]1(C(N)=O)[CH2:28][CH2:27][CH2:26][CH2:25][CH2:24]1>>[C:1]([O:5][C:6](=[O:22])[CH2:7][CH:8]([C:9]([N:23]1[CH2:28][CH2:27][CH2:26][CH2:25][CH2:24]1)=[O:11])[CH2:12][CH2:13][CH2:14][C:15]1[CH:20]=[CH:19][C:18]([Cl:21])=[CH:17][CH:16]=1)([CH3:2])([CH3:3])[CH3:4]. Procedure: 2[[3-(4-Chlorophenyl)-propyl]-succinic acid 4-tert-butyl ester (WO 95/04033) (5 g, 15.3 mmol) was converted to the corresponding piperidine amide by the method described previously (Example 1, Step G). Yield 4.01 g (67%). 1H-NMR: δ (CDCl3), 7.23 (2H, d, J=8.3 Hz), 7.08 (2H, d, J=8.3 Hz), 3.68-3.42 (4H, m), 3.12 (1H, m), 2.69 (1H, dd, J=8.4, 16.4 Hz), 2.62-2.49 (2H, m), 2.29 (1H, dd, J=5.6, 16.4 Hz), 1.72-1.33 (10H, m) and 1.41 (9H, s).